From a dataset of the Open Reaction Database (ORD), a public repository of structured organic reaction records. describe an organic reaction: reactants, conditions, products, and yield Reactants: COC1=CC=C(CN2C(C=CC3=CC(=CC=C23)C2C(C2)C=2OC(=NN2)NC2=CC=C(C=C2)C(F)(F)F)=O)C=C1 (1-(4-methoxybenzyl)-6-(2-(5-((4-(trifluoromethyl)phenyl)amino)-1,3,4-oxadiazol-2-yl)cyclopropyl)quinolin-2(1H)-one), C(=O)(C(F)(F)F)O (TFA). Run in C(Cl)Cl (DCM). Reaction conditions: time 8 hour. The product is FC(C1=CC=C(C=C1)NC1=NN=C(O1)[C@H]1[C@@H](C1)C=1C=C2C=CC(NC2=CC1)=O)(F)F (trans-6-(2-(5-((4-(trifluoromethyl)phenyl)amino)-1,3,4-oxadiazol-2-yl)cyclopropyl)quinolin-2(1H)-one). Reaction SMILES: COC1C=CC(C[N:8]2[C:17]3[C:12](=[CH:13][C:14]([CH:18]4[CH2:20][CH:19]4[C:21]4[O:22][C:23]([NH:26][C:27]5[CH:32]=[CH:31][C:30]([C:33]([F:36])([F:35])[F:34])=[CH:29][CH:28]=5)=[N:24][N:25]=4)=[CH:15][CH:16]=3)[CH:11]=[CH:10][C:9]2=[O:37])=CC=1.C(O)(C(F)(F)F)=O>C(Cl)Cl>[F:35][C:33]([F:34])([F:36])[C:30]1[CH:31]=[CH:32][C:27]([NH:26][C:23]2[O:22][C:21]([C@@H:19]3[CH2:20][C@H:18]3[C:14]3[CH:13]=[C:12]4[C:17](=[CH:16][CH:15]=3)[NH:8][C:9](=[O:37])[CH:10]=[CH:11]4)=[N:25][N:24]=2)=[CH:28][CH:29]=1. Procedure: To a stirred solution of 1-(4-methoxybenzyl)-6-(2-(5-((4-(trifluoromethyl)phenyl)amino)-1,3,4-oxadiazol-2-yl)cyclopropyl)quinolin-2(1H)-one (35 mg, 0.065 mmol) in DCM (5 mL) was added TFA (0.5 mL, 6.49 mmol) and stirred at room temperature overnight. The solvent was concentrated to give a crude product, purified by preparative HPLC on a Sunfire C18 column (150×19, 5μ) using a gradient of 0-100% ACN in 0.1% TFA to give trans-6-(2-(5-((4-(trifluoromethyl)phenyl)amino)-1,3,4-oxadiazol-2-yl)cyclopro...